Dataset: the Open Reaction Database (ORD), a public repository of structured organic reaction records. Task: describe an organic reaction: reactants, conditions, products, and yield Starting materials: C(C)#N (acetonitrile), ClC1=C2C=CN=NC2=C(C(=C1)C(C)N)C1=CC(=CC=C1)F (1-[5-Chloro-8-(3-fluorophenyl)cinnolin-7-yl]ethanamine), NC1=NC=NC(=C1C#N)Cl (4-amino-6-chloropyrimidine-5-carbonitrile), C(C)(C)N(C(C)C)CC (N,N-diisopropylethylamine). Solvent: C(CCC)O (1-butanol). Yields the product NC1=NC=NC(=C1C#N)NC(C)C1=CC(=C2C=CN=NC2=C1C1=CC(=CC=C1)F)Cl (4-Amino-6-({1-[5-chloro-8-(3-fluorophenyl)cinnolin-7-yl]ethyl}amino)pyrimidine-5-carbonitrile). Isolated yield 45.8%. Reaction SMILES: [Cl:1][C:2]1[CH:11]=[C:10]([CH:12]([NH2:14])[CH3:13])[C:9]([C:15]2[CH:20]=[CH:19][CH:18]=[C:17]([F:21])[CH:16]=2)=[C:8]2[C:3]=1[CH:4]=[CH:5][N:6]=[N:7]2.[NH2:22][C:23]1[C:28]([C:29]#[N:30])=[C:27](Cl)[N:26]=[CH:25][N:24]=1.C(N(CC)C(C)C)(C)C.C(#N)C>C(O)CCC>[NH2:22][C:23]1[C:28]([C:29]#[N:30])=[C:27]([NH:14][CH:12]([C:10]2[C:9]([C:15]3[CH:20]=[CH:19][CH:18]=[C:17]([F:21])[CH:16]=3)=[C:8]3[C:3]([CH:4]=[CH:5][N:6]=[N:7]3)=[C:2]([Cl:1])[CH:11]=2)[CH3:13])[N:26]=[CH:25][N:24]=1. Procedure details: A solution of the single enantiomer of 1-[5-chloro-8-(3-fluorophenyl)cinnolin-7-yl]ethanamine (400 mg, 1.3 mmol) from step O, 4-amino-6-chloropyrimidine-5-carbonitrile (250 mg, 1.6 mmol), and N,N-diisopropylethylamine (0.69 mL, 4 mmol) in 1-butanol (13 mL) was heated at 120° C. for 3 hours. The reaction mixture was concentrated and the residue was purified by RP-HPLC (XBridge C18 column, eluting with a gradient of acetonitrile/water containing 0.05% TFA, at flow rate of 60 mL/min). The pure frac...